Dataset: the Open Reaction Database (ORD), a public repository of structured organic reaction records. Task: describe an organic reaction: reactants, conditions, products, and yield Reactants: O (water), C(C)(C)(C)OC(N(CC1=CC=C(C=C1)C(F)(F)F)C1=NC=C(C=C1)C=O)=O ((5-Formyl-pyridin-2-yl)-(4-trifluoromethyl-benzyl)-carbamic acid tert-butyl ester), C(C)(C)[Si](OC=1C=C2C(=NC1)NC=C2)(C(C)C)C(C)C (5-Triisopropylsilanyloxy-1H-pyrrolo[2,3-b]pyridine), [OH-].[K+] (potassium hydroxide). Run in CO (methanol). Run at time 8 hour. Yields the product C(C)(C)(C)OC(N(CC1=CC=C(C=C1)C(F)(F)F)C1=NC=C(C=C1)C(C1=CNC2=NC=C(C=C21)O[Si](C(C)C)(C(C)C)C(C)C)O)=O ({5-[Hydroxy-(5-triisopropylsilanyloxy-1H-pyrrolo[2,3-b]pyridin-3-yl)-methyl]-pyridin-2-yl}-(4-trifluoromethyl-benzyl)-carbamic acid tert-butyl ester). Isolated yield 67.8%. As a reaction SMILES: [C:1]([O:5][C:6](=[O:27])[N:7]([C:19]1[CH:24]=[CH:23][C:22]([CH:25]=[O:26])=[CH:21][N:20]=1)[CH2:8][C:9]1[CH:14]=[CH:13][C:12]([C:15]([F:18])([F:17])[F:16])=[CH:11][CH:10]=1)([CH3:4])([CH3:3])[CH3:2].[CH:28]([Si:31]([CH:45]([CH3:47])[CH3:46])([CH:42]([CH3:44])[CH3:43])[O:32][C:33]1[CH:34]=[C:35]2[CH:41]=[CH:40][NH:39][C:36]2=[N:37][CH:38]=1)([CH3:30])[CH3:29].[OH-].[K+].O>CO>[C:1]([O:5][C:6](=[O:27])[N:7]([C:19]1[CH:24]=[CH:23][C:22]([CH:25]([OH:26])[C:41]2[C:35]3[C:36](=[N:37][CH:38]=[C:33]([O:32][Si:31]([CH:42]([CH3:44])[CH3:43])([CH:45]([CH3:47])[CH3:46])[CH:28]([CH3:29])[CH3:30])[CH:34]=3)[NH:39][CH:40]=2)=[CH:21][N:20]=1)[CH2:8][C:9]1[CH:10]=[CH:11][C:12]([C:15]([F:16])([F:17])[F:18])=[CH:13][CH:14]=1)([CH3:4])([CH3:2])[CH3:3] |f:2.3|. Reported procedure: A mixture of (5-Formyl-pyridin-2-yl)-(4-trifluoromethyl-benzyl)-carbamic acid tert-butyl ester (19, 41 mg, 0.11 mmol, prepared as described in Example 30), 5-triisopropylsilanyloxy-1H-pyrrolo[2,3-b]pyridine (83, 34 mg, 0.12 mmol) and potassium hydroxide (9.8 mg, 0.17 mmol) in methanol (10 mL) was stirred at room temperature overnight. The reaction mixture was poured into water, extracted with ethyl acetate, washed with brine and dried over sodium sulfate. After removal of solvent, the residue wa... The reactants are O=C([O-])O, CCOC(C)=O, Cl, O=C(Cl)c1ccc(F)cc1, [Na+], O, NCC(=O)c1ccsc1. The product is O=C(CNC(=O)c1ccc(F)cc1)c1ccsc1. Reaction SMILES: [C:21](=[O:22])([OH:23])[O-:24].[CH3:27][CH2:28][O:29][C:30](=[O:31])[CH3:32].[ClH:11].[F:1][c:2]1[cH:3][cH:4][c:5]([C:6](=[O:7])[Cl:8])[cH:9][cH:10]1.[Na+:25].[OH2:26].[s:12]1[cH:13][c:14]([C:17](=[O:18])[CH2:19][NH2:20])[cH:15][cH:16]1>>[F:1][c:2]1[cH:3][cH:4][c:5]([C:6](=[O:7])[NH:20][CH2:19][C:17]([c:14]2[cH:13][s:12][cH:16][cH:15]2)=[O:18])[cH:9][cH:10]1. The reactants are CC(=O)OC1CSC(Br)C(OC(C)=O)C1OC(C)=O, Oc1cccc2ocnc12. The product is CC(=O)OC1CSC(Oc2cccc3ocnc23)C(OC(C)=O)C1OC(C)=O. Reaction SMILES: [C:1]([CH3:2])(=[O:3])[O:4][CH:5]1[CH:6]([Br:19])[S:7][CH2:8][CH:9]([O:15][C:16]([CH3:17])=[O:18])[CH:10]1[O:11][C:12]([CH3:13])=[O:14].[OH:20][c:21]1[cH:22][cH:23][cH:24][c:25]2[c:26]1[n:27][cH:28][o:29]2>>[C:1]([CH3:2])(=[O:3])[O:4][CH:5]1[CH:6]([O:20][c:21]2[cH:22][cH:23][cH:24][c:25]3[c:26]2[n:27][cH:28][o:29]3)[S:7][CH2:8][CH:9]([O:15][C:16]([CH3:17])=[O:18])[CH:10]1[O:11][C:12]([CH3:13])=[O:14]. The solvent is CS(=O)C (DMSO), CCCCCCC (heptane). As a reaction SMILES: [H-].[Na+].[I-].[CH3:4][S+](C)(C)=O.[CH2:9]([N:16]1[CH2:21][CH2:20][C:19](=[O:22])[CH2:18][CH2:17]1)[C:10]1[CH:15]=[CH:14][CH:13]=[CH:12][CH:11]=1>CCCCCCC.CS(C)=O>[CH2:9]([N:16]1[CH2:21][CH2:20][C:19]2([O:22][CH2:4]2)[CH2:18][CH2:17]1)[C:10]1[CH:11]=[CH:12][CH:13]=[CH:14][CH:15]=1 |f:0.1,2.3|. Run at time 8 hour. Procedure details: Sodium hydride (55% suspension in mineral oil, 1.57 g, 35 mmol) was washed with heptane, dried in the stream of nitrogen and suspended in dry DMSO (10 ml). A solution of trimethylsulfoxonium iodide (4.8 g, 22 mmol) in DMSO (45 ml) was added dropwise under nitrogen. After stirring for 20 min a solution of 1-benzylpiperidin-4-one (3.78 g, 20 mmol) was added dropwise. The mixture was stirred overnight at room temperature, then poured over ice (200 g), and extracted with dichloromethane (2×200 ml). ... Starting materials: [I-].C[S+](=O)(C)C (trimethylsulfoxonium iodide), ice, [H-].[Na+] (Sodium hydride), C(C1=CC=CC=C1)N1CCC(CC1)=O (1-benzylpiperidin-4-one). Product: C(C1=CC=CC=C1)N1CCC2(CO2)CC1 (6-benzyl-1-oxa-6-azaspiro[2.5]octane).